This data is from the Open Reaction Database (ORD), a public repository of structured organic reaction records. The task is: describe an organic reaction: reactants, conditions, products, and yield The reactants are NC1CCC1, O=S1(=O)N=C(Cl)Nc2cc(Cl)sc21. The product is O=S1(=O)N=C(NC2CCC2)Nc2cc(Cl)sc21. RXN SMILES: [CH:14]1([NH2:18])[CH2:15][CH2:16][CH2:17]1.[Cl:1][C:2]1=[N:3][S:4](=[O:12])(=[O:13])[c:5]2[c:6]([cH:8][c:9]([Cl:11])[s:10]2)[NH:7]1>>[C:2]1([NH:18][CH:14]2[CH2:15][CH2:16][CH2:17]2)=[N:3][S:4](=[O:12])(=[O:13])[c:5]2[c:6]([cH:8][c:9]([Cl:11])[s:10]2)[NH:7]1. Reactants: O=C(O)CN(C)C(N)=N (creatine), [OH-].[K+] (potassium hydroxide). Run in O (water). The product is carboxylate, CN(C(=N)N)CC(=O)[O-].[K+] (potassium 2-(1-methylguanidino)acetate). Reaction SMILES: [O:1]=[C:2]([CH2:4][N:5]([C:7](=[NH:9])[NH2:8])[CH3:6])[OH:3].[OH-].[K+:11]>O>[CH3:6][N:5]([CH2:4][C:2]([O-:3])=[O:1])[C:7]([NH2:9])=[NH:8].[K+:11] |f:1.2,4.5|. Procedure details: Separately, in a single-necked, round bottomed flask, equipped with a magnetic stirrer, 7.87 g (60 mmol) of creatine is dissolved in 600 ml of water. To this is added 72 ml of 1M potassium hydroxide with vigorous stirring, until heat production ceases. At this point the water is removed by evaporation to yield the carboxylate salt, potassium 2-(1-methylguanidino)acetate, shown below. Starting materials: CCN=C=NCCCN(C)C, CN(C)C=O, O=C(O)CCc1cnoc1-c1ccc(Cl)cc1, Cl, CCOC(=O)Cc1ccc(N)cc1, O, O, On1nnc2ccccc21. Yields the product CCOC(=O)Cc1ccc(NC(=O)CCc2cnoc2-c2ccc(Cl)cc2)cc1. Reaction SMILES: [CH2:43]([N:44]=[C:45]=[N:46][CH2:47][CH2:48][CH2:49][N:50]([CH3:51])[CH3:52])[CH3:53].[CH3:55][N:56]([CH3:57])[CH:58]=[O:59].[Cl:14][c:15]1[cH:16][cH:17][c:18](-[c:21]2[c:22]([CH2:26][CH2:27][C:28](=[O:29])[OH:30])[cH:23][n:24][o:25]2)[cH:19][cH:20]1.[ClH:42].[NH2:1][c:2]1[cH:3][cH:4][c:5]([CH2:8][C:9](=[O:10])[O:11][CH2:12][CH3:13])[cH:6][cH:7]1.[OH2:31].[OH2:54].[OH:32][n:33]1[c:34]2[cH:35][cH:36][cH:37][cH:38][c:39]2[n:40][n:41]1>>[NH:1]([c:2]1[cH:3][cH:4][c:5]([CH2:8][C:9](=[O:10])[O:11][CH2:12][CH3:13])[cH:6][cH:7]1)[C:28]([CH2:27][CH2:26][c:22]1[c:21](-[c:18]2[cH:17][cH:16][c:15]([Cl:14])[cH:20][cH:19]2)[o:25][n:24][cH:23]1)=[O:29]. Reactants: C(C)OC1=CC=C(C=C1)CC#N (4-ethoxyphenyl acetonitrile), ClCCCl (1,2-dichloroethane), Cl (HCl), C(CCC)[Li] (n-butyllithium). Solvent: O1CCCC1 (tetrahydrofuran), CCOCC (ether), O1CCCC1 (tetrahydrofuran), CCCCCC (hexane), O1CCCC1 (tetrahydrofuran). Reaction conditions: time 1 hour. Product: C(#N)C1(CC1)C1=CC=C(C=C1)OCC (1-cyano-1-(4-ethoxyphenyl)cyclopropane). As a reaction SMILES: [CH2:1]([Li])[CH2:2]CC.[CH2:6]([O:8][C:9]1[CH:14]=[CH:13][C:12]([CH2:15][C:16]#[N:17])=[CH:11][CH:10]=1)[CH3:7].ClCCCl.Cl>CCCCCC.O1CCCC1.CCOCC>[C:16]([C:15]1([C:12]2[CH:13]=[CH:14][C:9]([O:8][CH2:6][CH3:7])=[CH:10][CH:11]=2)[CH2:2][CH2:1]1)#[N:17]. Reported procedure: To 7.5 ml (0.012 mol) of 1.7M n-butyllithium in hexane, at room temperature, under an atmosphere of nitrogen, is added rapidly 10 ml of anhydrous tetrahydrofuran, followed by a solution of 4-ethoxyphenyl acetonitrile (0.8 g 0.005 mol) in 4 ml of tetrahydrofuran, during 5 minutes. The reaction mixture is stirred magnetically for 1 hour then treated with 0.50 g (0.005 mol) of 1,2-dichloroethane in 10 ml of tetrahydrofuran, during a period of 40 minutes (slow addition is important). After 16 hours,... Run in CO (methanol). The yield is 99.7%. Reactants: C(C)(=O)OC1=CC=C(C=C1)OC1=C(C=CC=C1)[N+](=O)[O-] (4-(2-nitrophenoxy)phenyl acetate), C([O-])([O-])=O.[K+].[K+] (potassium carbonate), Cl (hydrochloric acid), O (water). Procedure details: To a solution of 4-(2-nitrophenoxy)phenyl acetate (6.32 g, 23.2 mmol) in methanol (100 ml) was added potassium carbonate (6.39 g, 46.3 mmol), followed by reflux for 3 hours. The reaction solution was poured into water, made acidic with hydrochloric acid and extracted with chloroform. The organic layer was washed with water and a saturated aqueous sodium chloride solution and dried. The solvent was evaporated under reduced pressure to give the title compound (5.35 g). Product: [N+](=O)([O-])C1=C(OC2=CC=C(C=C2)O)C=CC=C1 (4-(2-Nitrophenoxy)phenol). RXN SMILES: C([O:4][C:5]1[CH:10]=[CH:9][C:8]([O:11][C:12]2[CH:17]=[CH:16][CH:15]=[CH:14][C:13]=2[N+:18]([O-:20])=[O:19])=[CH:7][CH:6]=1)(=O)C.C(=O)([O-])[O-].[K+].[K+].O.Cl>CO>[N+:18]([C:13]1[CH:14]=[CH:15][CH:16]=[CH:17][C:12]=1[O:11][C:8]1[CH:7]=[CH:6][C:5]([OH:4])=[CH:10][CH:9]=1)([O-:20])=[O:19] |f:1.2.3|. As a reaction SMILES: [CH3:1][C:2]1[N:3](NS(C2C=CC(C)=CC=2)(=O)=O)[C:4]([C:15]2[C:20]([CH3:21])=[N:19][CH:18]=[CH:17][N:16]=2)=[C:5]([C:11]([O:13][CH3:14])=[O:12])[C:6]=1[C:7]([O:9][CH3:10])=[O:8]>CO.[Ni]>[CH3:1][C:2]1[NH:3][C:4]([C:15]2[C:20]([CH3:21])=[N:19][CH:18]=[CH:17][N:16]=2)=[C:5]([C:11]([O:13][CH3:14])=[O:12])[C:6]=1[C:7]([O:9][CH3:10])=[O:8]. The reagents and catalysts are [Ni] (Raney nickel). The solvent is CO (methanol), CO (methanol). Procedure: A solution of 4.57 g of 31C in 20 ml of methanol was added to a mixture of 15 g of Raney nickel in 30 ml of methanol. The mixture was heated at reflux overnight, cooled and the methanol phase was decanted. The catalyst was washed with 100 ml of 1:1 mixture of methylene chloride and methanol. The washings were combined with the methanol phases, and the resulting mixture was stripped of the solvents. The residue was dissolved in a mixture of 20 ml of water and 100 ml methylene chloride. The mixtur... Yields the product CC=1NC(=C(C1C(=O)OC)C(=O)OC)C1=NC=CN=C1C (Dimethyl 2-methyl-5-(3-methyl-2-pyrazinyl)pyrrole-3,4-dicarboxylate). The reactants are CC=1N(C(=C(C1C(=O)OC)C(=O)OC)C1=NC=CN=C1C)NS(=O)(=O)C1=CC=C(C)C=C1 (dimethyl 2-methyl-1-(tosylamino)-5-(3-methyl-2-pyrazinyl)pyrrole-3,4-dicarboxylate). Starting materials: C(C=C)C1=C(C=2[C@H]3CC[C@@H](C2C(=C1)OC)C3)O ((1R*,4S*)-6-allyl-8-methoxy-1,2,3,4-tetrahydro-1,4-methanonaphthalen-5-ol), Intermediate 1, C([O-])([O-])=O.[K+].[K+] (potassium carbonate), C(C1=CC=CC=C1)Br (benzyl bromide). The reagents and catalysts are [I-].C(CCC)[N+](CCCC)(CCCC)CCCC (tetrabutylammonium iodide). Yields the product C(C=C)C=1C(=C2[C@H]3CC[C@@H](C2=C(C1)OC)C3)OCC3=CC=CC=C3 ((1R*,4S*)-6-allyl-5-(benzyloxy)-8-methoxy-1,2,3,4-tetrahydro-1,4-methanonaphthalene). The yield is 90.4%. As a reaction SMILES: [CH2:1]([C:4]1[CH:13]=[C:12]([O:14][CH3:15])[C:11]2[C@H:10]3[CH2:16][C@H:7]([CH2:8][CH2:9]3)[C:6]=2[C:5]=1[OH:17])[CH:2]=[CH2:3].C(=O)([O-])[O-].[K+].[K+].[CH2:24](Br)[C:25]1[CH:30]=[CH:29][CH:28]=[CH:27][CH:26]=1>[I-].C([N+](CCCC)(CCCC)CCCC)CCC>[CH2:1]([C:4]1[C:5]([O:17][CH2:24][C:25]2[CH:30]=[CH:29][CH:28]=[CH:27][CH:26]=2)=[C:6]2[C:11](=[C:12]([O:14][CH3:15])[CH:13]=1)[C@H:10]1[CH2:16][C@@H:7]2[CH2:8][CH2:9]1)[CH:2]=[CH2:3] |f:1.2.3,5.6|. Reported procedure: Treatment of (1R*,4S*)-6-allyl-8-methoxy-1,2,3,4-tetrahydro-1,4-methanonaphthalen-5-ol (14.2 g, 61.66 mmol) with potassium carbonate (34.09 g, 0.247 mol), benzyl bromide (11.07 g, 64.74 mmol), and tetrabutylammonium iodide (0.224 g, 6.166 mmol) generally according to the procedure described for Intermediate 1 provided 17.86 g (90%) of (1R*,4S*)-6-allyl-5-(benzyloxy)-8-methoxy-1,2,3,4-tetrahydro-1,4-methanonaphthalene as a colorless oil. Anal. calcd. for C22H2402-0.5H2O: C, 80.21; H, 7.65. Found:...